Dataset: the Open Reaction Database (ORD), a public repository of structured organic reaction records. Task: describe an organic reaction: reactants, conditions, products, and yield Reactants: O (water), FC1=CC=CC(=N1)N1N=CC=2C=NC(=CC21)C2=CN=CC(=N2)NCC2=CC=C(C=C2)OC (6-[1-(6-fluoro-2-pyridyl)pyrazolo[4,3-c]pyridin-6-yl]-N-[(4-methoxyphenyl)methyl]pyrazin-2-amine), N1(CCNCCC1)C(=O)OC(C)(C)C (tert-butyl 1,4-diazepane-1-carboxylate), CN1CCOCC1 (N-Methylmorpholine). Solvent: CN1C(CCC1)=O (1-methyl-2-pyrrolidinone). Run at temperature 110 celsius. Yields the product COC1=CC=C(C=C1)CNC1=CN=CC(=N1)C1=CC2=C(C=N1)C=NN2C2=CC=CC(=N2)N2CCN(CCC2)C(=O)OC(C)(C)C (tert-butyl 4-[6-[6-[6-[(4-methoxyphenyl)methylamino]pyrazin-2-yl]pyrazolo[4,3-c]pyridin-1-yl]-2-pyridyl]-1,4-diazepane-1-carboxylate). Isolated yield 100.0%. Reaction SMILES: F[C:2]1[N:7]=[C:6]([N:8]2[C:16]3[CH:15]=[C:14]([C:17]4[N:22]=[C:21]([NH:23][CH2:24][C:25]5[CH:30]=[CH:29][C:28]([O:31][CH3:32])=[CH:27][CH:26]=5)[CH:20]=[N:19][CH:18]=4)[N:13]=[CH:12][C:11]=3[CH:10]=[N:9]2)[CH:5]=[CH:4][CH:3]=1.[N:33]1([C:40]([O:42][C:43]([CH3:46])([CH3:45])[CH3:44])=[O:41])[CH2:39][CH2:38][CH2:37][NH:36][CH2:35][CH2:34]1.CN1CCOCC1.O>CN1CCCC1=O>[CH3:32][O:31][C:28]1[CH:29]=[CH:30][C:25]([CH2:24][NH:23][C:21]2[N:22]=[C:17]([C:14]3[N:13]=[CH:12][C:11]4[CH:10]=[N:9][N:8]([C:6]5[N:7]=[C:2]([N:36]6[CH2:37][CH2:38][CH2:39][N:33]([C:40]([O:42][C:43]([CH3:46])([CH3:45])[CH3:44])=[O:41])[CH2:34][CH2:35]6)[CH:3]=[CH:4][CH:5]=5)[C:16]=4[CH:15]=3)[CH:18]=[N:19][CH:20]=2)=[CH:26][CH:27]=1. Procedure details: A mixture of 6-[1-(6-fluoro-2-pyridyl)pyrazolo[4,3-c]pyridin-6-yl]-N-[(4-methoxyphenyl)methyl]pyrazin-2-amine (0.479 mmol; 316.3 mg), tert-butyl 1,4-diazepane-1-carboxylate (0.958 mmol; 192 mg), and N-Methylmorpholine (1.20 mmol; 122 mg; 0.133 mL) in 1-methyl-2-pyrrolidinone (5 mL) in a sealed pressure vial was heated at 110° C. overnight. The mixture was poured into water, and extracted with EtOAc. The organic layer was concentrated. The residue was purified on silica eluted with 0 to 100% EtOA... Starting materials: [Li+].CC(C)[N-]C(C)C (LDA), BrC1=CC(=C(C=C1)CCC)F (4-bromo-2-fluoro-1-propylbenzene), CN(C)C=O (DMF). The solvent is C1CCOC1 (THF). Conditions: temperature -70 celsius, time 1 hour. Product: BrC1=CC=C(C(=C1C=O)F)CCC (6-bromo-2-fluoro-3-propylbenzaldehyde). The yield is 39.9%. Reaction SMILES: [Li+].CC([N-]C(C)C)C.[Br:9][C:10]1[CH:15]=[CH:14][C:13]([CH2:16][CH2:17][CH3:18])=[C:12]([F:19])[CH:11]=1.CN([CH:23]=[O:24])C>C1COCC1>[Br:9][C:10]1[C:11]([CH:23]=[O:24])=[C:12]([F:19])[C:13]([CH2:16][CH2:17][CH3:18])=[CH:14][CH:15]=1 |f:0.1|. Procedure details: Under a nitrogen atmosphere, LDA (50.7 mL, 56.25 mmol) was slowly added dropwise, at −70° C. or lower, to a THF (100 mL) solution of 4-bromo-2-fluoro-1-propylbenzene (50) (11.1 g, 51.13 mmol). The reaction mixture was agitated at −70° C. or lower for 1 hour, and then DMF (6.15 g, 76.70 mmol) was slowly added dropwise thereto. The reaction mixture was returned to room temperature, and then quenched with 100 mL of 1N hydrochloric acid aqueous solution, and extracted with 60 mL of toluene 3 times. ... Reactants: CC(=O)OC(C)=O, CC1OC(O)C=CC1=O, c1ccncc1. Yields the product CC(=O)OC1C=CC(=O)C(C)O1. RXN SMILES: [CH3:10][C:11](=[O:12])[O:13][C:14](=[O:15])[CH3:16].[CH3:1][CH:2]1[O:3][CH:4]([OH:9])[CH:5]=[CH:6][C:7]1=[O:8].[cH:17]1[cH:18][cH:19][n:20][cH:21][cH:22]1>>[CH3:1][CH:2]1[O:3][CH:4]([O:9][C:11]([CH3:10])=[O:12])[CH:5]=[CH:6][C:7]1=[O:8]. Reactants: N1=CC=CC=C1 (Pyridine), CCCCCCC=CCCCCCC (7-Tetradecene), CCCCCCC=CCCCCCC (7-tetradecene), CCCCCCCCC=CCCCCCCCC (9-octadecene), CCCCCCCCC=CCCCCCCCC (9-octadecene), C(CCC)[Sn](CCCC)(CCCC)CCCC (tetrabutyl tin). The reagents and catalysts are [W](Cl)(Cl)(Cl)(Cl)(Cl)Cl (tungsten hexachloride). Run at time 30 minute. The product is olefins, CCCCCCC=CCCCCCC (7-tetradecene), CCCCCCCCC=CCCCCCCCC (9-octadecene), CCCCCCC=CCCCCCCCC (7-hexadecene). As a reaction SMILES: [CH3:1][CH2:2][CH2:3][CH2:4][CH2:5][CH2:6][CH:7]=[CH:8][CH2:9][CH2:10][CH2:11][CH2:12][CH2:13][CH3:14].[CH3:15][CH2:16][CH2:17][CH2:18][CH2:19][CH2:20][CH2:21][CH2:22][CH:23]=[CH:24][CH2:25][CH2:26][CH2:27][CH2:28][CH2:29][CH2:30][CH2:31][CH3:32].N1C=CC=CC=1.C([Sn](CCCC)(CCCC)CCCC)CCC>[W](Cl)(Cl)(Cl)(Cl)(Cl)Cl>[CH3:1][CH2:2][CH2:3][CH2:4][CH2:5][CH2:6][CH:7]=[CH:8][CH2:9][CH2:10][CH2:11][CH2:12][CH2:13][CH3:14].[CH3:15][CH2:16][CH2:17][CH2:18][CH2:19][CH2:20][CH2:21][CH2:22][CH:23]=[CH:24][CH2:25][CH2:26][CH2:27][CH2:28][CH2:29][CH2:30][CH2:31][CH3:32].[CH3:15][CH2:16][CH2:17][CH2:18][CH2:19][CH2:20][CH:21]=[CH:22][CH2:23][CH2:24][CH2:25][CH2:26][CH2:27][CH2:28][CH2:29][CH3:30]. Reported procedure: 7-Tetradecene and 9-octadecene were cross-metathesized employing a homogeneous modified catalyst. For the reaction, 1 mole 7-tetradecene and 1 mole 9-octadecene were combined in the reactor with 12.9 millimoles tungsten hexachloride. Pyridine (6.5 millimoles) was charged to the reactor followed by the addition of 12.9 millimoles tetrabutyl tin. The reaction was conducted at 90° C and after 30 minutes reaction, near equilibrium conversion of the olefins was obtained with high selectivity to the e...